From a dataset of the Open Reaction Database (ORD), a public repository of structured organic reaction records. describe an organic reaction: reactants, conditions, products, and yield Starting materials: COCCCN, Cl, O=C(O)c1cccc(-c2cccc3cc(C(=O)NC4CN5CCC4CC5)oc23)c1. Product: Cl, COCCCNC(=O)c1cccc(-c2cccc3cc(C(=O)NC4CN5CCC4CC5)oc23)c1. As a reaction SMILES: [CH3:31][O:32][CH2:33][CH2:34][CH2:35][NH2:36].[ClH:1].[N:2]12[CH2:3][CH:4]([NH:10][C:11](=[O:12])[c:13]3[o:14][c:15]4[c:16]([cH:17]3)[cH:18][cH:19][cH:20][c:21]4-[c:22]3[cH:23][c:24]([C:25](=[O:26])[OH:27])[cH:28][cH:29][cH:30]3)[CH:5]([CH2:6][CH2:7]1)[CH2:8][CH2:9]2>>[ClH:1].[N:2]12[CH2:3][CH:4]([NH:10][C:11](=[O:12])[c:13]3[o:14][c:15]4[c:16]([cH:17]3)[cH:18][cH:19][cH:20][c:21]4-[c:22]3[cH:23][c:24]([C:25](=[O:27])[NH:36][CH2:35][CH2:34][CH2:33][O:32][CH3:31])[cH:28][cH:29][cH:30]3)[CH:5]([CH2:6][CH2:7]1)[CH2:8][CH2:9]2.